Dataset: the Open Reaction Database (ORD), a public repository of structured organic reaction records. Task: describe an organic reaction: reactants, conditions, products, and yield Starting materials: CC(C)(C)OC(=O)N1CCC(N)CC1, CN1CCCC1=O, Fc1ccccc1-c1nc(Cl)nc2ccccc12. The product is CC(C)(C)OC(=O)N1CCC(Nc2nc(-c3ccccc3F)c3ccccc3n2)CC1. Reaction SMILES: [C:19]([CH3:20])([CH3:21])([CH3:22])[O:23][C:24](=[O:25])[N:26]1[CH2:27][CH2:28][CH:29]([NH2:32])[CH2:30][CH2:31]1.[CH3:33][N:34]1[CH2:35][CH2:36][CH2:37][C:38]1=[O:39].[Cl:1][c:2]1[n:3][c:4]2[cH:5][cH:6][cH:7][cH:8][c:9]2[c:10](-[c:12]2[c:13]([F:18])[cH:14][cH:15][cH:16][cH:17]2)[n:11]1>>[c:2]1([NH:32][CH:29]2[CH2:28][CH2:27][N:26]([C:24]([O:23][C:19]([CH3:20])([CH3:21])[CH3:22])=[O:25])[CH2:31][CH2:30]2)[n:3][c:4]2[cH:5][cH:6][cH:7][cH:8][c:9]2[c:10](-[c:12]2[c:13]([F:18])[cH:14][cH:15][cH:16][cH:17]2)[n:11]1. The reactants are [Br-], CCCc1c(Cc2ccc(-c3ccccc3C#N)cc2)c(=O)n(C2CCC(OCC(=O)N(C)OC)CC2)c2ccnn12, CCOC(C)=O, [Mg+]C1CC1, C1CCOC1. Yields the product CCCc1c(Cc2ccc(-c3ccccc3C#N)cc2)c(=O)n(C2CCC(OCC(O)C3CC3)CC2)c2ccnn12. Reaction SMILES: [Br-:43].[C:1](#[N:2])[c:3]1[c:4](-[c:9]2[cH:10][cH:11][c:12]([CH2:15][c:16]3[c:17](=[O:42])[n:18]([CH:28]4[CH2:29][CH2:30][CH:31]([O:34][CH2:35][C:36](=[O:37])[N:38]([O:39][CH3:40])[CH3:41])[CH2:32][CH2:33]4)[c:19]4[n:20]([c:21]3[CH2:22][CH2:23][CH3:24])[n:25][cH:26][cH:27]4)[cH:13][cH:14]2)[cH:5][cH:6][cH:7][cH:8]1.[CH3:48][CH2:49][O:50][C:51](=[O:52])[CH3:53].[CH:44]1([Mg+:47])[CH2:45][CH2:46]1.[O:54]1[CH2:55][CH2:56][CH2:57][CH2:58]1>>[C:1](#[N:2])[c:3]1[c:4](-[c:9]2[cH:10][cH:11][c:12]([CH2:15][c:16]3[c:17](=[O:42])[n:18]([CH:28]4[CH2:29][CH2:30][CH:31]([O:34][CH2:35][CH:36]([OH:37])[CH:44]5[CH2:45][CH2:46]5)[CH2:32][CH2:33]4)[c:19]4[n:20]([c:21]3[CH2:22][CH2:23][CH3:24])[n:25][cH:26][cH:27]4)[cH:13][cH:14]2)[cH:5][cH:6][cH:7][cH:8]1. Starting materials: [Li]CCCC, C#CCCCCC12OCC(CCC)(CO1)CO2, CI, C1CCOC1. The product is CC#CCCCCC12OCC(CCC)(CO1)CO2. RXN SMILES: [CH2:1]([Li:2])[CH2:3][CH2:4][CH3:5].[CH2:6]([CH2:7][CH2:8][CH2:9][C:10]#[CH:11])[C:12]12[O:13][CH2:14][C:15]([CH2:20][CH2:21][CH3:22])([CH2:16][O:17]1)[CH2:18][O:19]2.[CH3:23][I:24].[O:25]1[CH2:26][CH2:27][CH2:28][CH2:29]1>>[CH3:1][C:11]#[C:10][CH2:9][CH2:8][CH2:7][CH2:6][C:12]12[O:13][CH2:14][C:15]([CH2:20][CH2:21][CH3:22])([CH2:16][O:17]1)[CH2:18][O:19]2. Starting materials: O=C(CCCCC(=O)OCC)C1=CC=CC=C1 (ethyl ε-oxobenzenehexanoate), Cl.BrC1=CC=C(C=C1)NN (4-bromophenylhydrazine hydrochloride), C(C)(=O)[O-].[Na+] (sodium acetate), C(C)(=O)O (acetic acid). Run in O (water), O (water). Run at temperature 70 celsius, time 12 hour. Yields the product BrC1=CC=C(C=C1)N\N=C(/CCCCC(=O)OCC)\C1=CC=CC=C1 (Ethyl ε-[(E)-2-(4-Bromophenyl)hydrazono]benzenehexanoate). Yield: 98.2%. Reaction SMILES: Cl.[Br:2][C:3]1[CH:8]=[CH:7][C:6]([NH:9][NH2:10])=[CH:5][CH:4]=1.C([O-])(=O)C.[Na+].C(O)(=O)C.O=[C:21]([C:31]1[CH:36]=[CH:35][CH:34]=[CH:33][CH:32]=1)[CH2:22][CH2:23][CH2:24][CH2:25][C:26]([O:28][CH2:29][CH3:30])=[O:27]>O>[Br:2][C:3]1[CH:8]=[CH:7][C:6]([NH:9]/[N:10]=[C:21](/[C:31]2[CH:32]=[CH:33][CH:34]=[CH:35][CH:36]=2)\[CH2:22][CH2:23][CH2:24][CH2:25][C:26]([O:28][CH2:29][CH3:30])=[O:27])=[CH:5][CH:4]=1 |f:0.1,2.3|. Procedure: A mixture of 1.91 g (8.55.10−3 mol) of 4-bromophenylhydrazine hydrochloride and 0.73 g (8.9.10−3 mol) of sodium acetate in 17 ml of water is prepared and 2.05 ml (35.8.10−3 mol) of acetic acid are added. This mixture is subsequently heated to 70° C., with stirring, and a suspension of 2.0 g (8.54.10−3 mol) of ethyl ε-oxobenzenehexanoate in 27 ml of water is then added slowly. The reaction mixture is stirred at 70-80° C. for 45 min and then at room temperature for 12 hours, after which it is extr... Starting materials: BrCCOc1ccccc1, CCOC(C)=O, [I-], [K+], O=C(NC1CN2CCC1CC2)OC(c1cccc(F)c1)c1cccc(F)c1. The product is [Br-], O=C(NC1C[N+]2(CCOc3ccccc3)CCC1CC2)OC(c1cccc(F)c1)c1cccc(F)c1. Reaction SMILES: [Br:28][CH2:29][CH2:30][O:31][c:32]1[cH:33][cH:34][cH:35][cH:36][cH:37]1.[CH3:40][CH2:41][O:42][C:43](=[O:44])[CH3:45].[I-:39].[K+:38].[N:1]12[CH2:2][CH:3]([NH:9][C:10]([O:11][CH:12]([c:13]3[cH:14][c:15]([F:19])[cH:16][cH:17][cH:18]3)[c:20]3[cH:21][c:22]([F:26])[cH:23][cH:24][cH:25]3)=[O:27])[CH:4]([CH2:5][CH2:6]1)[CH2:7][CH2:8]2>>[Br-:28].[N+:1]12([CH2:29][CH2:30][O:31][c:32]3[cH:33][cH:34][cH:35][cH:36][cH:37]3)[CH2:2][CH:3]([NH:9][C:10]([O:11][CH:12]([c:13]3[cH:14][c:15]([F:19])[cH:16][cH:17][cH:18]3)[c:20]3[cH:21][c:22]([F:26])[cH:23][cH:24][cH:25]3)=[O:27])[CH:4]([CH2:5][CH2:6]1)[CH2:7][CH2:8]2. Yields the product CN1CC(O)N(c2cc(C(C)(C)C)on2)C1=O. The reactants are C=CCN(C)C(=O)Nc1cc(C(C)(C)C)on1, CO, ClCCl, O=[O+][O-]. RXN SMILES: [C:1]([CH3:2])([CH3:3])([CH3:4])[c:5]1[cH:6][c:7]([NH:10][C:11](=[O:12])[N:13]([CH3:14])[CH2:15][CH:16]=[CH2:17])[n:8][o:9]1.[CH3:24][OH:25].[Cl:18][CH2:19][Cl:20].[O-:21][O+:22]=[O:23]>>[C:1]([CH3:2])([CH3:3])([CH3:4])[c:5]1[cH:6][c:7]([N:10]2[C:11](=[O:12])[N:13]([CH3:14])[CH2:15][CH:16]2[OH:21])[n:8][o:9]1. The reactants are CCO, O=C1NC(Cc2cccc(OCC(F)(F)C(F)F)c2)C(c2ccc(F)cc2)O1, [Na+], [OH-]. Yields the product NC(Cc1cccc(OCC(F)(F)C(F)F)c1)C(O)c1ccc(F)cc1. RXN SMILES: [CH3:31][CH2:32][OH:33].[F:1][c:2]1[cH:3][cH:4][c:5]([CH:8]2[CH:9]([CH2:14][c:15]3[cH:16][c:17]([O:21][CH2:22][C:23]([CH:24]([F:25])[F:26])([F:27])[F:28])[cH:18][cH:19][cH:20]3)[NH:10][C:11](=[O:13])[O:12]2)[cH:6][cH:7]1.[Na+:30].[OH-:29]>>[F:1][c:2]1[cH:3][cH:4][c:5]([CH:8]([CH:9]([NH2:10])[CH2:14][c:15]2[cH:16][c:17]([O:21][CH2:22][C:23]([CH:24]([F:25])[F:26])([F:27])[F:28])[cH:18][cH:19][cH:20]2)[OH:12])[cH:6][cH:7]1. The reactants are [H-].[Al+3].[Li+].[H-].[H-].[H-] (Lithium aluminium hydride), COC(CNCC1=C(C=C(C=C1)C(=O)N1C2=C(NC=3N(N=CC3C1)C)C=C(C=C2)Cl)F)=O ([4-(6-chloro-3-methyl-4,10-dihydro-3H-2,3,4,9-tetraaza-benzo[f]azulene-9-carbonyl)-2-fluoro-benzylamino]-acetic acid methyl ester), C1=CC(=CC=C1N=NC=2C=3C=CC(=CC3C=CC2O)S(=O)(=O)[O-])S(=O)(=O)[O-].[Na+].[Na+] (E110). The solvent is C1CCOC1 (THF). Run at time 30 minute. Product: ClC=1C=CC2=C(NC=3N(N=CC3CN2C(=O)C2=CC(=C(C=C2)CNCCO)F)C)C1 ((6-Chloro-3-methyl-4,10-dihydro-3H-2,3,4,9-tetraaza-benzo[f]azulen-9-yl)-{3-fluoro-4-[(2-hydroxy-ethylamino)-methyl]-phenyl}-methanone). The yield is 28.0%. As a reaction SMILES: [H-].[Al+3].[Li+].[H-].[H-].[H-].C[O:8][C:9](=O)[CH2:10][NH:11][CH2:12][C:13]1[CH:18]=[CH:17][C:16]([C:19]([N:21]2[CH2:30][C:29]3[CH:28]=[N:27][N:26]([CH3:31])[C:25]=3[NH:24][C:23]3[CH:32]=[C:33]([Cl:36])[CH:34]=[CH:35][C:22]2=3)=[O:20])=[CH:15][C:14]=1[F:37].C1C(N=NC2C3C=CC(S([O-])(=O)=O)=CC=3C=CC=2O)=CC=C(S([O-])(=O)=O)C=1.[Na+].[Na+]>C1COCC1>[Cl:36][C:33]1[CH:34]=[CH:35][C:22]2[N:21]([C:19]([C:16]3[CH:17]=[CH:18][C:13]([CH2:12][NH:11][CH2:10][CH2:9][OH:8])=[C:14]([F:37])[CH:15]=3)=[O:20])[CH2:30][C:29]3[CH:28]=[N:27][N:26]([CH3:31])[C:25]=3[NH:24][C:23]=2[CH:32]=1 |f:0.1.2.3.4.5,7.8.9|. Procedure details: Lithium aluminium hydride (14.5 mg, 0.38 mmol) was added to a solution of [4-(6-chloro-3-methyl-4,10-dihydro-3H-2,3,4,9-tetraaza-benzo[f]azulene-9-carbonyl)-2-fluoro-benzylamino]-acetic acid methyl ester from example E110 (58.5 mg, 0.13 mmol) in THF (5 ml), and the mixture was stirred at room temperature for 30 min. Before being quenched with MeOH and extracted with EtOAc. The organic extract was washed with brine, dried and concentrated in vacuo. The residue was purified by flash chromatography... Reactants: C(C)OC=1C=C(C=NC1)[C@H](CC(=O)O)N1C(N(CC1)CCCC1=NC(=CC=C1)NCC1=CC=C(C=C1)OC)=O (3(S)-(5-Ethoxy-pyridin-3-yl)-3-(3-{3-[6-(4-methoxy-benzylamino)-pyridin-2-yl]-propyl}-2-oxo-imidazolidin-1-yl)-propionic acid), C(=O)(C(F)(F)F)O (TFA). The solvent is ClCCl (dichloromethane). Run at temperature 85 celsius, time 16 hour. The product is NC1=CC=CC(=N1)CCCN1C(N(CC1)[C@@H](CC(=O)O)C=1C=NC=C(C1)OCC)=O (3-{3-[3-(6-Amino-pyridin-2-yl)-propyl]-2-oxo-imidazolidin-1-yl}-3(S)-(5-ethoxy-pyridin-3-yl)-propionic acid). RXN SMILES: [CH2:1]([O:3][C:4]1[CH:5]=[C:6]([C@@H:10]([N:15]2[CH2:19][CH2:18][N:17]([CH2:20][CH2:21][CH2:22][C:23]3[CH:28]=[CH:27][CH:26]=[C:25]([NH:29]CC4C=CC(OC)=CC=4)[N:24]=3)[C:16]2=[O:39])[CH2:11][C:12]([OH:14])=[O:13])[CH:7]=[N:8][CH:9]=1)[CH3:2].C(O)(C(F)(F)F)=O>ClCCl>[NH2:29][C:25]1[N:24]=[C:23]([CH2:22][CH2:21][CH2:20][N:17]2[CH2:18][CH2:19][N:15]([C@H:10]([C:6]3[CH:7]=[N:8][CH:9]=[C:4]([O:3][CH2:1][CH3:2])[CH:5]=3)[CH2:11][C:12]([OH:14])=[O:13])[C:16]2=[O:39])[CH:28]=[CH:27][CH:26]=1. Reported procedure: To a stirred solution of 20-13 (0.031 g, 0.052 mmol) in dichloromethane (10 mL) was added TFA (1 mL). The solution was stirred for 16 hours at 85° C. after which the solvent was removed in vacuo and azeotroped twice with toluene (15 mL). The residue was chromatographed (silica gel, 15:10:1:1 followed by 10:10:1:1 ethyl acetate/EtOH/water/NH4OH) to give 20-14 as a white solid.